Dataset: the Open Reaction Database (ORD), a public repository of structured organic reaction records. Task: describe an organic reaction: reactants, conditions, products, and yield Starting materials: CC(=O)[O-], CC(=O)[O-], CCCC[N+](CCCC)(CCCC)CCCC, C[Sn](C)(C)c1ccccc1, ClCCl, [Cu+2], [F-], CC(C)(C)OC(=O)NCc1cc[nH]c(=O)c1. The product is CC(C)(C)OC(=O)NCc1ccn(-c2ccccc2)c(=O)c1. As a reaction SMILES: [C:48]([O-:49])(=[O:50])[CH3:51].[C:53]([O-:54])(=[O:55])[CH3:56].[CH2:28]([N+:29]([CH2:30][CH2:31][CH2:32][CH3:33])([CH2:34][CH2:35][CH2:36][CH3:37])[CH2:38][CH2:39][CH2:40][CH3:41])[CH2:42][CH2:43][CH3:44].[CH3:17][Sn:18]([c:19]1[cH:20][cH:21][cH:22][cH:23][cH:24]1)([CH3:25])[CH3:26].[Cl:45][CH2:46][Cl:47].[Cu+2:52].[F-:27].[O:1]=[c:2]1[nH:3][cH:4][cH:5][c:6]([CH2:8][NH:9][C:10]([O:11][C:12]([CH3:13])([CH3:14])[CH3:15])=[O:16])[cH:7]1>>[O:1]=[c:2]1[n:3](-[c:19]2[cH:20][cH:21][cH:22][cH:23][cH:24]2)[cH:4][cH:5][c:6]([CH2:8][NH:9][C:10]([O:11][C:12]([CH3:13])([CH3:14])[CH3:15])=[O:16])[cH:7]1. RXN SMILES: [F:1][C:2]1[C:3](=[O:18])[NH:4][C:5](=[O:17])[N:6]([CH:16]=1)[C@@H:7]1[O:15][C@H:12]([CH2:13][OH:14])[C@@H:10]([OH:11])[C@H:8]1[OH:9].[CH2:19]([O:26][C:27]([NH:29][C@H:30]([C:34](O)=[O:35])[CH:31]([CH3:33])[CH3:32])=[O:28])[C:20]1[CH:25]=[CH:24][CH:23]=[CH:22][CH:21]=1.C1(P(C2C=CC=CC=2)C2C=CC=CC=2)C=CC=CC=1.N(C(OC(C)C)=O)=NC(OC(C)C)=O>C1COCC1.CN(C=O)C>[CH2:19]([O:26][C:27]([NH:29][C@H:30]([C:34]([O:14][CH2:13][C@H:12]1[O:15][C@@H:7]([N:6]2[CH:16]=[C:2]([F:1])[C:3](=[O:18])[NH:4][C:5]2=[O:17])[C@H:8]([OH:9])[C@@H:10]1[OH:11])=[O:35])[CH:31]([CH3:33])[CH3:32])=[O:28])[C:20]1[CH:25]=[CH:24][CH:23]=[CH:22][CH:21]=1 |f:4.5|. Conditions: temperature 25 celsius, time 8 hour. Isolated yield 42.1%. Yields the product C(C1=CC=CC=C1)OC(=O)N[C@@H](C(C)C)C(=O)OC[C@@H]1[C@H]([C@H]([C@@H](O1)N1C(=O)NC(=O)C(=C1)F)O)O (5'-O-[N-(benzyloxycarbonyl)-L-valinyl]-5-fluorouridine). The reactants are FC=1C(NC(N([C@H]2[C@H](O)[C@H](O)[C@@H](CO)O2)C1)=O)=O (5-fluorouridine), C(C1=CC=CC=C1)OC(=O)N[C@@H](C(C)C)C(=O)O (N-(benzyioxycarbonyl)-L-valine), C1(=CC=CC=C1)P(C1=CC=CC=C1)C1=CC=CC=C1 (triphenylphosphine), N(=NC(=O)OC(C)C)C(=O)OC(C)C (diisopropyl azodicarboxylate). Solvent: C1CCOC1.CN(C)C=O (THF DMF). Reported procedure: To a solution of 5-fluorouridine (5-FU, 521 mg, 1.98 mmol) in 6 mL of anhydrous THF-DMF (1:1 under nitrogen was added N-(benzyioxycarbonyl)-L-valine (500 mg, 1.99 mmol), triphenylphosphine (521 mg, 1.98 mmol), and diisopropyl azodicarboxylate (402 mg, 1.98 mmol). The mixture was stirred overnight at 25 °C. The volatile components were removed under reduced pressure and the residue chromatographed over silica gel eluting with methyl alcohol:chloroform (1:5 ) to provide 5'-O-[N-(benzyloxycarbonyl)...